This data is from the Open Reaction Database (ORD), a public repository of structured organic reaction records. The task is: describe an organic reaction: reactants, conditions, products, and yield Starting materials: C(=CC1=CC=CC=C1)S(=O)(=O)[O-].[Na+] (sodium styrene sulfonate), C(C)(C)O (isopropyl alcohol), ion, Cl.Cl.N(=NC(C(=N)N)(C)C)C(C(=N)N)(C)C (2,2′-azobis(2-methylpropionamidine)dihydrochloride), C=CC1=CC=CC=C1 (styrene). The solvent is O (water). Reaction conditions: time 2 hour. Product: C=CC1=CC=CC=C1.C(=CC1=CC=CC=C1)S(=O)(=O)[O-].[Na+] (styrene sodium styrene sulfonate). As a reaction SMILES: C(O)(C)C.[CH2:5]=[CH:6][C:7]1[CH:12]=[CH:11][CH:10]=[CH:9][CH:8]=1.[CH:13]([S:21]([O-:24])(=[O:23])=[O:22])=[CH:14][C:15]1[CH:20]=[CH:19][CH:18]=[CH:17][CH:16]=1.[Na+:25].Cl.Cl.N(C(C)(C)C(N)=N)=NC(C)(C)C(N)=N>O>[CH2:5]=[CH:6][C:7]1[CH:12]=[CH:11][CH:10]=[CH:9][CH:8]=1.[CH:13]([S:21]([O-:24])(=[O:22])=[O:23])=[CH:14][C:15]1[CH:20]=[CH:19][CH:18]=[CH:17][CH:16]=1.[Na+:25] |f:2.3,4.5.6,8.9.10|. Procedure details: A 1 L four-necked flask was charged with 180 g of isopropyl alcohol (manufactured by Kishida Chemical Co., Ltd.), 370 g of ion exchanged water, 5 g of styrene (manufactured by Kishida Chemical Co., Ltd.), and 45 g of sodium styrene sulfonate (manufactured by Wako Pure Chemical Industries, Ltd.), and 7.2 g of 2,2′-azobis(2-methylpropionamidine)dihydrochloride (V-50, manufactured by Wako Pure Chemical Industries, Ltd.) was added as an initiator. Of this mixture, 101.4 g (20 wt % of the whole react... Starting materials: C(/C1=CC=CC=C1)=N\C(CN(C(OC(C)(C)C)=O)C)(C)C ((E)-tert-butyl (2-(benzylideneamino)-2-methylpropyl)(methyl)carbamate), C(CC(O)(C(=O)O)CC(=O)O)(=O)O (citric acid), C(C)(=O)OCC (ethyl acetate), C(O)([O-])=O.[Na+] (sodium hydrogencarbonate). Solvent: O1CCCC1 (tetrahydrofuran). Conditions: time 3 hour. The product is NC(CN(C(OC(C)(C)C)=O)C)(C)C (tert-butyl (2-amino-2-methylpropyl)(methyl)carbamate). As a reaction SMILES: C(=[N:8]/[C:9]([CH3:21])([CH3:20])[CH2:10][N:11]([CH3:19])[C:12](=[O:18])[O:13][C:14]([CH3:17])([CH3:16])[CH3:15])\C1C=CC=CC=1.C(O)(=O)CC(CC(O)=O)(C(O)=O)O.C(OCC)(=O)C.C(=O)([O-])O.[Na+]>O1CCCC1>[NH2:8][C:9]([CH3:21])([CH3:20])[CH2:10][N:11]([CH3:19])[C:12](=[O:18])[O:13][C:14]([CH3:15])([CH3:16])[CH3:17] |f:3.4|. Procedure details: To a solution of (E)-tert-butyl (2-(benzylideneamino)-2-methylpropyl)(methyl)carbamate (G9, 3.17 g) in tetrahydrofuran (25 mL), 5% aqueous citric acid (25 mL) was added at room temperature, and the mixture was stirred at the same temperature for 3 hours. To the reaction mixture, ethyl acetate and saturated aqueous sodium hydrogencarbonate were added. The organic layer was separated, and the aqueous layer was extracted with methylene chloride. The organic layer and the extract were combined, and ... Starting materials: CCOC(=O)c1scnc1-c1ccccc1OC, CCO, [Na+], [OH-]. The product is COc1ccccc1-c1ncsc1C(=O)O. RXN SMILES: [CH2:1]([CH3:2])[O:3][C:4](=[O:5])[c:6]1[c:7](-[c:11]2[c:12]([O:17][CH3:18])[cH:13][cH:14][cH:15][cH:16]2)[n:8][cH:9][s:10]1.[CH3:21][CH2:22][OH:23].[Na+:20].[OH-:19]>>[O:3]=[C:4]([OH:5])[c:6]1[c:7](-[c:11]2[c:12]([O:17][CH3:18])[cH:13][cH:14][cH:15][cH:16]2)[n:8][cH:9][s:10]1. Starting materials: CSc1ccc(S(C)(=O)=O)cc1C(=O)O, Cl, FC(F)(F)c1cnc(N2CCNCC2)s1. The product is CSc1ccc(S(C)(=O)=O)cc1C(=O)N1CCN(c2ncc(C(F)(F)F)s2)CC1. As a reaction SMILES: [CH3:1][S:2](=[O:3])(=[O:4])[c:5]1[cH:6][cH:7][c:8]([S:14][CH3:15])[c:9]([C:10](=[O:11])[OH:12])[cH:13]1.[ClH:16].[F:17][C:18]([c:19]1[cH:20][n:21][c:22]([N:24]2[CH2:25][CH2:26][NH:27][CH2:28][CH2:29]2)[s:23]1)([F:30])[F:31]>>[CH3:1][S:2](=[O:3])(=[O:4])[c:5]1[cH:6][cH:7][c:8]([S:14][CH3:15])[c:9]([C:10](=[O:12])[N:27]2[CH2:26][CH2:25][N:24]([c:22]3[n:21][cH:20][c:19]([C:18]([F:17])([F:30])[F:31])[s:23]3)[CH2:29][CH2:28]2)[cH:13]1.